This data is from the Open Reaction Database (ORD), a public repository of structured organic reaction records. The task is: describe an organic reaction: reactants, conditions, products, and yield Reactants: C([O-])([O-])=O.[K+].[K+] (Potassium carbonate), CC1=C(OCC2=C(C(=NO)C#N)C=CC=C2)C=C(C=C1)C (2-(2,5-dimethylphenoxymethyl)-α-hydroxyiminobenzyl cyanide), S(=O)(=O)(OC)OC (dimethyl sulfate). Solvent: CC(=O)C (acetone). Reaction conditions: time 5 minute. Yields the product CC1=C(OCC2=C(C(=NOC)C#N)C=CC=C2)C=C(C=C1)C (2-(2,5-dimethylphenoxymethyl)-α-methoxyiminobenzyl cyanide). Yield: 92.4%. As a reaction SMILES: [C:1](=[O:4])([O-])[O-].[K+].[K+].[CH3:7][C:8]1[CH:26]=[CH:25][C:24]([CH3:27])=[CH:23][C:9]=1[O:10][CH2:11][C:12]1[CH:22]=[CH:21][CH:20]=[CH:19][C:13]=1[C:14]([C:17]#[N:18])=[N:15]O.S(OC)(OC)(=O)=O>CC(C)=O>[CH3:7][C:8]1[CH:26]=[CH:25][C:24]([CH3:27])=[CH:23][C:9]=1[O:10][CH2:11][C:12]1[CH:22]=[CH:21][CH:20]=[CH:19][C:13]=1[C:14]([C:17]#[N:18])=[N:15][O:4][CH3:1] |f:0.1.2|. Reported procedure: Potassium carbonate (3.32 g, 0.024 mol) and acetone (200 ml) were added to 2-(2,5-dimethylphenoxymethyl)-α-hydroxyiminobenzyl cyanide (E/Z=15/85) (5.61 g, 0.02 mol). The mixture was stirred for 5 minutes. Then dimethyl sulfate (3.03 g, 0.024 mol) was added, and the mixture was stirred at room temperature for 18 hours. After completion of the reaction, the resulting insoluble materials were removed. To the residue obtained after evaporation under reduced pressure, toluene (50 ml) and 1N aqueous s... Starting materials: S1C=NC=C1 (thiazole), NC1=C2C(=NC=N1)N(N=C2C2=CC=C(C=C2)NC=2SC=C(N2)CC)[C@@H]2CC[C@@H](CC2)N2CCN(CC2)C (cis-N2-(4-{4-amino-1-[4-(4-methylpiperazino)cyclohexyl]-1H-pyrazolo[3,4-d]pyrimidin-3-yl}phenyl)-4-ethyl-1,3-thiazol-2-amine), BrCC(=O)C1=CC=C(C=C1)C (2-bromo-4′-methylacetophenone). Product: NC1=C2C(=NC=N1)N(N=C2C2=CC=C(C=C2)NC=2SC=C(N2)C2=CC=C(C=C2)C)[C@@H]2CC[C@@H](CC2)N2CCN(CC2)C (cis-N2-(4-{4-amino-1-[4-(4-methylpiperazino)cyclohexyl]-1H-pyrazolo[3,4-d]pyrimidin-3-yl}phenyl)-4-(4-methylphenyl)-1,3-thiazol-2-amine). As a reaction SMILES: S1C=CN=C1.[NH2:6][C:7]1[N:12]=[CH:11][N:10]=[C:9]2[N:13]([C@H:30]3[CH2:35][CH2:34][C@@H:33]([N:36]4[CH2:41][CH2:40][N:39]([CH3:42])[CH2:38][CH2:37]4)[CH2:32][CH2:31]3)[N:14]=[C:15]([C:16]3[CH:21]=[CH:20][C:19]([NH:22][C:23]4[S:24][CH:25]=[C:26]([CH2:28][CH3:29])[N:27]=4)=[CH:18][CH:17]=3)[C:8]=12.Br[CH2:44][C:45]([C:47]1[CH:52]=CC(C)=C[CH:48]=1)=O>>[NH2:6][C:7]1[N:12]=[CH:11][N:10]=[C:9]2[N:13]([C@H:30]3[CH2:35][CH2:34][C@@H:33]([N:36]4[CH2:41][CH2:40][N:39]([CH3:42])[CH2:38][CH2:37]4)[CH2:32][CH2:31]3)[N:14]=[C:15]([C:16]3[CH:17]=[CH:18][C:19]([NH:22][C:23]4[S:24][CH:25]=[C:26]([C:28]5[CH:44]=[CH:45][C:47]([CH3:52])=[CH:48][CH:29]=5)[N:27]=4)=[CH:20][CH:21]=3)[C:8]=12. Reported procedure: The procedure for thiazole synthesis, described in the preparation of cis-N2-(4-{4-amino-1-[4-(4-methylpiperazino)cyclohexyl]-1H-pyrazolo[3,4-d]pyrimidin-3-yl}phenyl)-4-ethyl-1,3-thiazol-2-amine, was employed with the exception that 2-bromo-4′-methylacetophenone (0.118 g, 0.554 mmol) was used as the alkylating agent. Purification of the product by preparative HPLC (25 to 100% acetonitrile in 0.1 M aqueous ammonium acetate over 20 min at 21 mL/min using an 8μ Hypersil HS C18, 250×21 mm column, Rt... Starting materials: Cl.NO (hydroxylamine hydrochloride), C([O-])(O)=O.[Na+] (sodium bicarbonate), C(C1=CC=CC=C1)N1CC(OCC1)C#N (4-benzylmorpholine-2-carbonitrile), C(C1=CC=CC=C1)N1CC(OCC1)C#N (4-benzylmorpholine-2-carbonitrile), C(C)O (ethanol). Run in C(Cl)(Cl)Cl (chloroform), O (water). The product is C(C1=CC=CC=C1)N1CC(OCC1)C(=NO)N (4-Benzyl-N′-hydroxymorpholine-2-carboxamidine). RXN SMILES: [CH2:1]([N:8]1[CH2:13][CH2:12][O:11][CH:10]([C:14]#[N:15])[CH2:9]1)[C:2]1[CH:7]=[CH:6][CH:5]=[CH:4][CH:3]=1.C(O)C.Cl.[NH2:20][OH:21].C(=O)(O)[O-].[Na+]>C(Cl)(Cl)Cl.O>[CH2:1]([N:8]1[CH2:13][CH2:12][O:11][CH:10]([C:14]([NH2:15])=[N:20][OH:21])[CH2:9]1)[C:2]1[CH:3]=[CH:4][CH:5]=[CH:6][CH:7]=1 |f:2.3,4.5|. Procedure details: To a stirred solution of 4-benzylmorpholine-2-carbonitrile (intermediate 25, 5.0 g, 24.7 mmol) in the mixture of ethanol and water (2/1, 75 ml) was added hydroxylamine hydrochloride (5.2 g, 74.2 mmol) and sodium bicarbonate (13.1 g, 123.5 mmol), and the reaction mixture was stirred under reflux for 12 hours. The reaction was diluted with chloroform, and the reaction mixture was washed with water and brine. The organic layer was dried over magnesium sulfate, and concentrated in vacuo. The resulti... The reactants are CCOC(=O)CN(Cc1ccc(OC(C)(C)C(=O)OC(C)(C)C)cc1)Cc1ccco1, CCO, [Na+], [OH-]. The product is CC(C)(C)OC(=O)C(C)(C)Oc1ccc(CN(CC(=O)O)Cc2ccco2)cc1. Reaction SMILES: [CH2:1]([CH3:2])[O:3][C:4]([CH2:5][N:6]([CH2:7][c:8]1[o:9][cH:10][cH:11][cH:12]1)[CH2:13][c:14]1[cH:15][cH:16][c:17]([O:18][C:19]([C:20](=[O:21])[O:22][C:23]([CH3:24])([CH3:25])[CH3:26])([CH3:27])[CH3:28])[cH:29][cH:30]1)=[O:31].[CH3:34][CH2:35][OH:36].[Na+:33].[OH-:32]>>[O:3]=[C:4]([CH2:5][N:6]([CH2:7][c:8]1[o:9][cH:10][cH:11][cH:12]1)[CH2:13][c:14]1[cH:15][cH:16][c:17]([O:18][C:19]([C:20](=[O:21])[O:22][C:23]([CH3:24])([CH3:25])[CH3:26])([CH3:27])[CH3:28])[cH:29][cH:30]1)[OH:31]. Yields the product C1(=CC=CC=C1)S(=O)(=O)N (benzenesulfonamide), purple solid. The reactants are NC1=C(C=C(C=C1)N1CCN(CC1)C(=O)OC(C)(C)C)NS(=O)(=O)C1=CC=CC=C1 (N-{2-amino-5-(4-t-butyloxycarbonyl-piperazinyl)-phenyl}benzenesulfonamide), CS(=O)(=O)C1=C(C=CC=C1)S(=O)(=O)Cl (2-methylsulfonylbenzenesulfonylchloride). Reaction SMILES: NC1C=CC(N2CCN(C(OC(C)(C)C)=O)CC2)=CC=1[NH:21][S:22]([C:25]1[CH:30]=[CH:29][CH:28]=[CH:27][CH:26]=1)(=[O:24])=[O:23].CS(C1C=CC=CC=1S(Cl)(=O)=O)(=O)=O>>[C:25]1([S:22]([NH2:21])(=[O:24])=[O:23])[CH:30]=[CH:29][CH:28]=[CH:27][CH:26]=1. Procedure: 2-(Methylsulfonyl)-N-[2-[phenylsulfonyl)amino]-4-(1-piperazinyl)phenyl]benzenesulfonamide was synthesized from N-{2-amino-5-(4-t-butyloxycarbonyl-piperazinyl)-phenyl}benzenesulfonamide and 2-methylsulfonylbenzenesulfonylchloride (61 mg, 0.239 mmol) according to general method 3 to give 70 mg of a purple solid. MS (posES-FIA) m/z=Found: 551.2. Calcd: 551.10. 1H-NMR δ 8.36-7.46 (m, 9H), 6.95 (d, 1H), 6.68 (dd, 1H), 6.46 (d, 1H), 3.47 (s, 3H), 3.28-3.17 (m, 8H). The reactants are CCOC(=O)c1cccnc1Cl, CN(C)C=O, O, OCc1cccnc1. Product: CCOC(=O)c1cccnc1OCc1cccnc1. Reaction SMILES: [CH2:14]([CH3:15])[O:16][C:17]([c:18]1[c:19]([Cl:24])[n:20][cH:21][cH:22][cH:23]1)=[O:25].[CH3:9][N:10]([CH3:11])[CH:12]=[O:13].[OH2:26].[n:1]1[cH:2][c:3]([CH2:7][OH:8])[cH:4][cH:5][cH:6]1>>[n:1]1[cH:2][c:3]([CH2:7][O:8][c:19]2[c:18]([C:17]([O:16][CH2:14][CH3:15])=[O:25])[cH:23][cH:22][cH:21][n:20]2)[cH:4][cH:5][cH:6]1. Reactants: BrC1=CC=CC=C1 (bromobenzene), BrC1=CC=CC=C1 (Bromobenzene), C(C1=CC=CC=C1)OCCCCCBr (5-benzyloxy-1-bromopentane), II (iodine), [Mg] (magnesium), Cl (hydrochloric acid). The solvent is CCOCC (ether), CCOCC (ether), CCOCC (ether). Conditions: temperature -5 celsius, time 2.5 hour. Yields the product C(C1=CC=CC=C1)OCCCCCC1=CC=CC=C1 (5-phenylpentyl benzyl ether). Reaction SMILES: [Mg].II.Br[C:5]1[CH:10]=[CH:9][CH:8]=[CH:7][CH:6]=1.[CH2:11]([O:18][CH2:19][CH2:20][CH2:21][CH2:22][CH2:23]Br)[C:12]1[CH:17]=[CH:16][CH:15]=[CH:14][CH:13]=1.Cl>CCOCC>[CH2:11]([O:18][CH2:19][CH2:20][CH2:21][CH2:22][CH2:23][C:5]1[CH:10]=[CH:9][CH:8]=[CH:7][CH:6]=1)[C:12]1[CH:17]=[CH:16][CH:15]=[CH:14][CH:13]=1. Procedure details: Into a flask containing magnesium turnings (about 750 mg, about 31 mmol), ether (about 10 ml) was added, and then a small amount of iodine (about 1 mg˜about 5 mg) was added, and the resulting mixture was stirred for several min until it was colorless. Bromobenzene (about 100 ml, about 0.9 mmol) was added to the mixture and then heated to thus initiate the reaction. While the mixture was weakly refluxed, a mixture solution of bromobenzene (about 3.2 ml, about 30 mmol) and ether (about 50 ml) was ... The reactants are CC(C)(C)c1ccc2c(c1)Cc1cc(C(C)(C)C)ccc1-2, O=C([O-])O, C=CCOc1c(C(C)(C)C)cc(C)cc1[Si](C)(C)Cl, CCCCCC, Cc1ccccc1, [KH], [Na+], [Na+], [Na+], O=C([O-])[O-], C1CCOC1. The product is C=CCOc1c(C(C)(C)C)cc(C)cc1[Si](C)(C)C1c2cc(C(C)(C)C)ccc2-c2ccc(C(C)(C)C)cc21. Reaction SMILES: [C:2]([CH3:3])([CH3:4])([CH3:5])[c:6]1[cH:7][c:8]2[c:16]([cH:17][cH:18]1)-[c:15]1[c:10]([cH:11][c:12]([C:19]([CH3:20])([CH3:21])[CH3:22])[cH:13][cH:14]1)[CH2:9]2.[C:42](=[O:43])([O-:44])[OH:45].[CH2:23]([CH:24]=[CH2:25])[O:26][c:27]1[c:28]([Si:38]([CH3:39])([CH3:40])[Cl:41])[cH:29][c:30]([CH3:37])[cH:31][c:32]1[C:33]([CH3:34])([CH3:35])[CH3:36].[CH3:53][CH2:54][CH2:55][CH2:56][CH2:57][CH3:58].[CH3:64][c:65]1[cH:66][cH:67][cH:68][cH:69][cH:70]1.[KH:1].[Na+:46].[Na+:47].[Na+:48].[O-:49][C:50](=[O:51])[O-:52].[O:59]1[CH2:60][CH2:61][CH2:62][CH2:63]1>>[C:2]([CH3:3])([CH3:4])([CH3:5])[c:6]1[cH:7][c:8]2[c:16]([cH:17][cH:18]1)-[c:15]1[c:10]([cH:11][c:12]([C:19]([CH3:20])([CH3:21])[CH3:22])[cH:13][cH:14]1)[CH:9]2[Si:38]([c:28]1[c:27]([O:26][CH2:23][CH:24]=[CH2:25])[c:32]([C:33]([CH3:34])([CH3:35])[CH3:36])[cH:31][c:30]([CH3:37])[cH:29]1)([CH3:39])[CH3:40]. Starting materials: BrC1=C(C=C(C(=O)OC)C=C1)COC (Methyl 4-bromo-3-(methoxymethyl)benzoate), FC=1C(=C(C=CC1)C1=C(C=C(C=C1)C(=O)O)COC)C (3′-fluoro-2-(methoxymethyl)-2′-methylbiphenyl-4-carboxylic acid), FC=1C=CC(=C(C1)B(O)O)C (5-fluoro-2-methylphenylboronic acid), [F-].[Cs+] (cesium fluoride). The reagents and catalysts are Cl[Pd]([P](C1=CC=CC=C1)(C2=CC=CC=C2)C3=CC=CC=C3)([P](C4=CC=CC=C4)(C5=CC=CC=C5)C6=CC=CC=C6)Cl (bis(triphenylphosphine)palladium(II) chloride). The solvent is O (water), CC(C)(C)OC (MTBE), O1CCOCC1 (dioxane). Reaction conditions: temperature 90 celsius. Product: FC=1C=CC(=C(C1)C1=C(C=C(C=C1)C(=O)OC)COC)C (methyl 5′-fluoro-2-(methoxymethyl)-2′-methylbiphenyl-4-carboxylate), oil. Yield: 86.0%. As a reaction SMILES: Br[C:2]1[CH:11]=[CH:10][C:5]([C:6]([O:8][CH3:9])=[O:7])=[CH:4][C:3]=1[CH2:12][O:13][CH3:14].FC1C(C)=C(C2C=CC(C(O)=O)=CC=2COC)C=CC=1.[F:35][C:36]1[CH:37]=[CH:38][C:39]([CH3:45])=[C:40](B(O)O)[CH:41]=1.[F-].[Cs+]>O1CCOCC1.CC(OC)(C)C.Cl[Pd](Cl)([P](C1C=CC=CC=1)(C1C=CC=CC=1)C1C=CC=CC=1)[P](C1C=CC=CC=1)(C1C=CC=CC=1)C1C=CC=CC=1.O>[F:35][C:36]1[CH:41]=[CH:40][C:39]([CH3:45])=[C:38]([C:2]2[CH:11]=[CH:10][C:5]([C:6]([O:8][CH3:9])=[O:7])=[CH:4][C:3]=2[CH2:12][O:13][CH3:14])[CH:37]=1 |f:3.4,^1:62,81|. Procedure details: A mixture of methyl 4-bromo-3-(methoxymethyl)benzoate (Intermediate 1, Step 2, 3.00 g, 11.6 mmol), 5-fluoro-2-methylphenylboronic acid (2.67 g, 17.4 mmol), bis(triphenylphosphine)palladium(II) chloride (162 mg, 0.23 mmol) and cesium fluoride (5.28 g, 34.7 mmol) was prepared in dioxane (30 mL) and water (12 mL) under nitrogen atmosphere. The reaction mixture was heated at 90° C. for 3 hours. The reaction mixture was cooled at RT, diluted with MTBE (150 mL) and the layers were separated. The organ...